This data is from the Open Reaction Database (ORD), a public repository of structured organic reaction records. The task is: describe an organic reaction: reactants, conditions, products, and yield Starting materials: COCOC1=C(C=C(C=O)C=C1)OC (4-Methoxymethyloxy-3-methoxybenzaldehyde), CC(=O)C (acetone), [OH-].[Na+] (sodium hydroxide), O (water). The solvent is C(C)O (ethanol). Conditions: time 15 minute. The product is COCOC1=C(C=C(C=C1)C=CC(C)=O)OC (1-(4-Methoxymethyloxy-3-methoxyphenyl)-1-buten-3-one). Yield: 97.7%. As a reaction SMILES: [CH3:1][O:2][CH2:3][O:4][C:5]1[CH:12]=[CH:11][C:8]([CH:9]=O)=[CH:7][C:6]=1[O:13][CH3:14].[CH3:15][C:16]([CH3:18])=[O:17].[OH-].[Na+].O>C(O)C>[CH3:1][O:2][CH2:3][O:4][C:5]1[CH:12]=[CH:11][C:8]([CH:9]=[CH:15][C:16](=[O:17])[CH3:18])=[CH:7][C:6]=1[O:13][CH3:14] |f:2.3|. Procedure details: 4-Methoxymethyloxy-3-methoxybenzaldehyde (1j, 2.30 g, 11.7 mmol) and acetone (19, 8.75 ml, 118.4 mmol) were combined in ethanol (20 ml) and stirred for 15 min at room temperature. A solution of sodium hydroxide (0.80 g, 20.0 mmol) and water (20 ml) was added and the mixture stirred for 1 hr at room temperature. The resulting mixture was extracted into ethyl acetate, washed with saturated sodium chloride, dried over magnesium sulfate, filtered and evaporated to afford a solid. The crude solid was... The reactants are ClC1=NC(=CC(=N1)C1=CC(=C(C=C1)C(F)(F)F)OCC(F)(F)F)C(F)(F)F (2-chloro-4-[3-(2,2,2-trifluoro-ethoxy)-4-trifluoromethyl-phenyl]-6-trifluoromethyl-pyrimidine), BrC=1C=C(C=CC1)B(O)O (3-bromo-benzene-boronic acid). The product is BrC=1C=C(C=CC1)C1=NC(=CC(=N1)C1=CC(=C(C=C1)C(F)(F)F)OCC(F)(F)F)C(F)(F)F (2-(3-Bromo-phenyl)-4-[3-(2,2,2-trifluoro-ethoxy)-4-trifluoromethyl-phenyl]-6-trifluoromethyl-pyrimidine), solid. The yield is 80.0%. Reaction SMILES: Cl[C:2]1[N:7]=[C:6]([C:8]2[CH:13]=[CH:12][C:11]([C:14]([F:17])([F:16])[F:15])=[C:10]([O:18][CH2:19][C:20]([F:23])([F:22])[F:21])[CH:9]=2)[CH:5]=[C:4]([C:24]([F:27])([F:26])[F:25])[N:3]=1.[Br:28][C:29]1[CH:30]=[C:31](B(O)O)[CH:32]=[CH:33][CH:34]=1>>[Br:28][C:29]1[CH:34]=[C:33]([C:2]2[N:7]=[C:6]([C:8]3[CH:13]=[CH:12][C:11]([C:14]([F:17])([F:16])[F:15])=[C:10]([O:18][CH2:19][C:20]([F:23])([F:22])[F:21])[CH:9]=3)[CH:5]=[C:4]([C:24]([F:27])([F:26])[F:25])[N:3]=2)[CH:32]=[CH:31][CH:30]=1. Procedure details: The title compound was prepared from 2-chloro-4-[3-(2,2,2-trifluoro-ethoxy)-4-trifluoromethyl-phenyl]-6-trifluoromethyl-pyrimidine (example A.39) (0.85 g, 2.0 mmol) and commercially available 3-bromo-benzene-boronic acid (0.44 g, 2.19 mmol) according to the general procedure IVb. Obtained as an off-white solid (0.97 g, 80%). MS (EI) 544.1 [(M)+]; mp 122° C.